This data is from the Open Reaction Database (ORD), a public repository of structured organic reaction records. The task is: describe an organic reaction: reactants, conditions, products, and yield RXN SMILES: [C:16]([O:17][C:18]([Cl:21])([Cl:26])[Cl:27])(=[O:19])[O:20][C:22]([Cl:23])([Cl:24])[Cl:25].[CH3:7][NH:8][CH2:9][c:10]1[cH:11][cH:12][cH:13][cH:14][cH:15]1.[Cl:29][CH2:30][Cl:31].[ClH:28].[cH:1]1[cH:2][cH:3][n:4][cH:5][cH:6]1>>[CH3:7][N:8]([CH2:9][c:10]1[cH:11][cH:12][cH:13][cH:14][cH:15]1)[C:18](=[O:17])[Cl:21]. Reactants: O=C(OC(Cl)(Cl)Cl)OC(Cl)(Cl)Cl, CNCc1ccccc1, ClCCl, Cl, c1ccncc1. The product is CN(Cc1ccccc1)C(=O)Cl. The reactants are ClC1=C(C=C(C=C1)O)C(F)(F)F (4-chloro-3-(trifluoromethyl)phenol), FC=1C=C(C=O)C=C(C1F)F (3,4,5-trifluorobenzaldehyde), C(=O)([O-])[O-].[K+].[K+] (K2CO3). The solvent is CN(C)C=O (DMF). Run at temperature 60 celsius. Yields the product ClC1=C(C=C(C=C1)OC1=C(C=C(C=O)C=C1F)F)C(F)(F)F (4-{[4-Chloro-3-(trifluoromethyl)phenyl]oxy}-3,5-difluorobenzaldehyde). Yield: 79.2%. Reaction SMILES: [Cl:1][C:2]1[CH:7]=[CH:6][C:5]([OH:8])=[CH:4][C:3]=1[C:9]([F:12])([F:11])[F:10].[F:13][C:14]1[CH:15]=[C:16]([CH:19]=[C:20]([F:23])[C:21]=1F)[CH:17]=[O:18].C([O-])([O-])=O.[K+].[K+]>CN(C=O)C>[Cl:1][C:2]1[CH:7]=[CH:6][C:5]([O:8][C:21]2[C:14]([F:13])=[CH:15][C:16]([CH:17]=[O:18])=[CH:19][C:20]=2[F:23])=[CH:4][C:3]=1[C:9]([F:10])([F:11])[F:12] |f:2.3.4|. Procedure details: The mixture of 4-chloro-3-(trifluoromethyl)phenol (3.4 g, 17.30 mmol), 3,4,5-trifluorobenzaldehyde (2.7 g, 16.87 mmol) and K2CO3 (2.80 g, 20.24 mmol) in DMF was heated with a microwave reactor at 60° C. for 1 h. Purification via a flash column chromatography then afforded the title compound (4.5 g, 79% yield). LCMS: rt=3.88 min, [M+H+]=337 The reactants are C(C)OC(=O)C=1N=CC=2NC3=CC=CC(=C3C2C1C)C=O (5-formyl-4-methyl-beta-carboline-3-carboxylic acid ethyl ester), [N+](=O)([O-])CC (nitroethane), C(C)OC(=O)C=1N=CC=2NC3=CC=CC(=C3C2C1C)C=C(C)[N+](=O)[O-] (4-methyl-5-(2-nitropropenyl)-beta-carboline-3-carboxylic acid ethyl ester). Yields the product C(C)OC(=O)C=1N=CC=2NC3=CC=CC(=C3C2C1C)CC(C)N (5-(2-aminopropyl)-4-methyl-beta-carboline-3-carboxylic acid ethyl ester). As a reaction SMILES: C(OC(C1N=CC2NC3C(C=2C=1C)=C(C=O)C=CC=3)=O)C.[N+](CC)([O-])=O.[CH2:27]([O:29][C:30]([C:32]1[N:33]=[CH:34][C:35]2[NH:36][C:37]3[C:42]([C:43]=2[C:44]=1[CH3:45])=[C:41]([CH:46]=[C:47]([N+:49]([O-])=O)[CH3:48])[CH:40]=[CH:39][CH:38]=3)=[O:31])[CH3:28]>>[CH2:27]([O:29][C:30]([C:32]1[N:33]=[CH:34][C:35]2[NH:36][C:37]3[C:42]([C:43]=2[C:44]=1[CH3:45])=[C:41]([CH2:46][CH:47]([NH2:49])[CH3:48])[CH:40]=[CH:39][CH:38]=3)=[O:31])[CH3:28]. Procedure details: The production takes places analogously to example 9 by condensation of 5-formyl-4-methyl-beta-carboline-3-carboxylic acid ethyl ester with nitroethane and hydrogenation of the resulting 4-methyl-5-(2-nitropropenyl)-beta-carboline-3-carboxylic acid ethyl ester. The reactants are NC(C(=O)OC)C1=CC=C(C=C1)CC(=O)OC (methyl α-amino-p-methoxycarbonylmethylphenylacetate). Solvent: Cl (HCl). The product is NC(C(=O)O)C1=CC=C(C=C1)CC(=O)O ((RS)-α-amino-p-carboxymethylphenylacetic acid). Isolated yield 99.0%. As a reaction SMILES: [NH2:1][CH:2]([C:7]1[CH:12]=[CH:11][C:10]([CH2:13][C:14]([O:16]C)=[O:15])=[CH:9][CH:8]=1)[C:3]([O:5]C)=[O:4]>Cl>[NH2:1][CH:2]([C:7]1[CH:12]=[CH:11][C:10]([CH2:13][C:14]([OH:16])=[O:15])=[CH:9][CH:8]=1)[C:3]([OH:5])=[O:4]. Procedure: A suspension of methyl α-amino-p-methoxycarbonylmethylphenylacetate (2.3 g, 7 mmol) in 60 ml of 6N HCl was refluxed for 12 hours. After cooling white needles were collected. The aqueous layers were extracted with ethyl acetate. The organic layers were evaporated and the solids combined to give (RS)-α-amino-p-carboxymethylphenylacetic acid (1.45 g, 83%); Starting materials: COCCCc1cc(CN(C(=O)C2CN(C(=O)OC(C)(C)C)CCC2c2ccc(OCCOc3c(Cl)cc(C)cc3Cl)cc2)C2CC2)c(Cl)cn1, ClCCl, Cl. The product is COCCCc1cc(CN(C(=O)C2CNCCC2c2ccc(OCCOc3c(Cl)cc(C)cc3Cl)cc2)C2CC2)c(Cl)cn1. As a reaction SMILES: [C:2]([O:3][C:4](=[O:5])[N:9]1[CH2:10][CH:11]([C:34]([N:35]([CH:36]2[CH2:37][CH2:38]2)[CH2:39][c:40]2[cH:41][c:42]([CH2:47][CH2:48][CH2:49][O:50][CH3:51])[n:43][cH:44][c:45]2[Cl:46])=[O:52])[CH:12]([c:15]2[cH:16][cH:17][c:18]([O:21][CH2:22][CH2:23][O:24][c:25]3[c:26]([Cl:33])[cH:27][c:28]([CH3:32])[cH:29][c:30]3[Cl:31])[cH:19][cH:20]2)[CH2:13][CH2:14]1)([CH3:6])([CH3:7])[CH3:8].[Cl:53][CH2:54][Cl:55].[ClH:1]>>[NH:9]1[CH2:10][CH:11]([C:34]([N:35]([CH:36]2[CH2:37][CH2:38]2)[CH2:39][c:40]2[cH:41][c:42]([CH2:47][CH2:48][CH2:49][O:50][CH3:51])[n:43][cH:44][c:45]2[Cl:46])=[O:52])[CH:12]([c:15]2[cH:16][cH:17][c:18]([O:21][CH2:22][CH2:23][O:24][c:25]3[c:26]([Cl:33])[cH:27][c:28]([CH3:32])[cH:29][c:30]3[Cl:31])[cH:19][cH:20]2)[CH2:13][CH2:14]1.